Dataset: the Open Reaction Database (ORD), a public repository of structured organic reaction records. Task: describe an organic reaction: reactants, conditions, products, and yield Reaction SMILES: [CH:1]1([C:4]2[CH:5]=[CH:6][C:7]([C:15]([OH:17])=O)=[N:8][C:9]=2[O:10][CH2:11][CH:12]2[CH2:14][CH2:13]2)[CH2:3][CH2:2]1.Cl.[NH2:19][C@@H:20]([CH2:25][CH:26]([CH3:28])[CH3:27])[C:21]([NH:23][CH3:24])=[O:22]>>[CH:1]1([C:4]2[CH:5]=[CH:6][C:7]([C:15]([NH:19][C@@H:20]([CH2:25][CH:26]([CH3:28])[CH3:27])[C:21]([NH:23][CH3:24])=[O:22])=[O:17])=[N:8][C:9]=2[O:10][CH2:11][CH:12]2[CH2:13][CH2:14]2)[CH2:2][CH2:3]1 |f:1.2|. Yields the product C1(CC1)C=1C=CC(=NC1OCC1CC1)C(=O)N[C@H](C(=O)NC)CC(C)C ((S)-5-cyclopropyl-6-(cyclopropylmethoxy)-N-(4-methyl-1-(methylamino)-1-oxopentan-2-yl)picolinamide). Reactants: C1(CC1)C=1C=CC(=NC1OCC1CC1)C(=O)O (5-cyclopropyl-6-cyclopropylmethoxy-pyridine-2-carboxylic acid), Cl.N[C@H](C(=O)NC)CC(C)C ((2S)-2-amino-N,4-dimethyl-pentanamide monohydrochloride), ( D ). Reported procedure: The title compound was synthesized in analogy to Example 1, using 5-cyclopropyl-6-cyclopropylmethoxy-pyridine-2-carboxylic acid (Example 42 a) and (2S)-2-amino-N,4-dimethyl-pentanamide monohydrochloride (CAN 99145-71-8) as starting materials, MS (D): m/e=360.1 [M+H]+. Solvent: ClC(C)Cl (dichloroethane). RXN SMILES: [NH2:1][C:2]1[CH:3]=[C:4]([C:9]([C:11]2[CH:12]=[N:13][CH:14]=[CH:15][CH:16]=2)=[O:10])[CH:5]=[C:6]([Br:8])[CH:7]=1.N1C=CC=CC=1.[CH3:23][S:24](Cl)(=[O:26])=[O:25]>ClC(Cl)C>[Br:8][C:6]1[CH:7]=[C:2]([NH:1][S:24]([CH3:23])(=[O:26])=[O:25])[CH:3]=[C:4]([C:9]([C:11]2[CH:12]=[N:13][CH:14]=[CH:15][CH:16]=2)=[O:10])[CH:5]=1. Isolated yield 58.7%. Conditions: temperature 80 celsius, time 2 hour. The product is BrC=1C=C(C=C(C1)C(=O)C=1C=NC=CC1)NS(=O)(=O)C (N-[3-bromo-5-(pyridine-3-carbonyl)-phenyl]-methanesulfonamide). Starting materials: NC=1C=C(C=C(C1)Br)C(=O)C=1C=NC=CC1 ((3-amino-5-bromo-phenyl)-pyridin-3-yl-methanone), N1=CC=CC=C1 (pyridine), CS(=O)(=O)Cl (methanesulfonyl chloride). Procedure details: To a stirred solution of 0.200 grams of (3-amino-5-bromo-phenyl)-pyridin-3-yl-methanone (0.72 mmol) in 10 mL of dichloroethane was added 0.87 mL (10.82 mmol) of pyridine followed by the addition of 0.56 mL (7.2 mmol) of methanesulfonyl chloride. The reaction was stirred at 80° C. for 2 hours. The volatiles were removed under reduced pressure affording material which was flash chromatographed (25% EtOAc/hexane to 1:1 EtOAc:hexane to 100% EtOAc) to give 0.150 grams of N-[3-bromo-5-(pyridine-3-carb... The reactants are [H-].[Na+] (Sodium hydride), O1CCCC1 (tetrahydrofuran), COC1=NC=C(C=C1)NC(=O)C1CC1 (N-(2-methoxy-5-pyridyl)-cyclopropane carboxamide), ClCCC(C(=O)[O-])(C)C (chloromethylpivalate). Solvent: CCOCC (ether). Reaction conditions: time 20 minute. The product is COC1=NC=C(C=C1)N(C(=O)C1CC1)COC(C(C)(C)C)=O (N-(2-Methoxy-5-pyridyl)-N-(pivaloyloxymethyl)-cyclopropane carboxamide). Reaction SMILES: [H-].[Na+].[CH3:3][O:4][C:5]1[CH:10]=[CH:9][C:8]([NH:11][C:12]([CH:14]2[CH2:16][CH2:15]2)=[O:13])=[CH:7][N:6]=1.ClC[CH2:19][C:20]([CH3:25])([CH3:24])[C:21]([O-:23])=[O:22].O1CCC[CH2:27]1>CCOCC>[CH3:3][O:4][C:5]1[CH:10]=[CH:9][C:8]([N:11]([CH2:27][O:23][C:21](=[O:22])[C:20]([CH3:25])([CH3:24])[CH3:19])[C:12]([CH:14]2[CH2:16][CH2:15]2)=[O:13])=[CH:7][N:6]=1 |f:0.1|. Procedure details: Sodium hydride (0.5 g, 0.019 mol) was suspended in dry tetrahydrofuran followed by addition of N-(2-methoxy-5-pyridyl)-cyclopropane carboxamide and a gas was evolved. The reactoin was stirred for 20 minutes and then chloromethylpivalate (2.9 g, 0.019 mol) was added. The reaction was stirred for two hours until pH was near neutral, and then diluted with ether and washed with water. The ether phase was washed with water, dried over anhydrous magnesium sulfate, filtered and evaporated in vacuo to g... Starting materials: BrC1=CC=C(C=C1)[N+](=O)[O-] (1-bromo-4-nitrobenzene), C([O-])([O-])=O.[Cs+].[Cs+] (cesium carbonate), P(OCC)(OCC)[O-] (diethyl phosphite). The reagents and catalysts are C=1C=CC(=CC1)[P](C=2C=CC=CC2)(C=3C=CC=CC3)[Pd]([P](C=4C=CC=CC4)(C=5C=CC=CC5)C=6C=CC=CC6)([P](C=7C=CC=CC7)(C=8C=CC=CC8)C=9C=CC=CC9)[P](C=1C=CC=CC1)(C=1C=CC=CC1)C=1C=CC=CC1 (tetrakis(triphenylphosphine)palladium(0)). The product is C(C)OP(OCC)(=O)C1=CC=C(C=C1)[N+](=O)[O-] ((4-Nitro-phenyl)-phosphonic acid diethyl ester), oil. Isolated yield 47.0%. RXN SMILES: Br[C:2]1[CH:7]=[CH:6][C:5]([N+:8]([O-:10])=[O:9])=[CH:4][CH:3]=1.C(=O)([O-])[O-].[Cs+].[Cs+].[P:17]([O-:24])([O:21][CH2:22][CH3:23])[O:18][CH2:19][CH3:20]>C1C=CC([P]([Pd]([P](C2C=CC=CC=2)(C2C=CC=CC=2)C2C=CC=CC=2)([P](C2C=CC=CC=2)(C2C=CC=CC=2)C2C=CC=CC=2)[P](C2C=CC=CC=2)(C2C=CC=CC=2)C2C=CC=CC=2)(C2C=CC=CC=2)C2C=CC=CC=2)=CC=1>[CH2:19]([O:18][P:17]([C:2]1[CH:7]=[CH:6][C:5]([N+:8]([O-:10])=[O:9])=[CH:4][CH:3]=1)(=[O:24])[O:21][CH2:22][CH3:23])[CH3:20] |f:1.2.3,^1:28,30,49,68|. Procedure details: A mixture of 1-bromo-4-nitrobenzene (400 mg, 2.00 mmol), tetrakis(triphenylphosphine)palladium(0) (120 mg, 0.20 mmol) and cesium carbonate (734 mg, 2.2 mmol) in a 30 mL microwave vial was purged and backfilled with nitrogen. Tetrahydrofuran (20 mL) was added followed by diethyl phosphite (0.360 mL, 2.8 mmol). The mixture was vortexed, then microwaved for 45 minutes at 120° C. Reaction was repeated three times to achieve total scale then the combined reaction mixtures were purified via chromatogr... Reactants: FC(C(=O)O)(F)F (Trifluoroacetic acid), ClC1=C(C=CC(=C1)Cl)[C@@H](C)N1C=NC2=C1C=C(C=C2)C=2CCN(CC2)C(=O)[C@@H]2N(CCCC2)C(=O)OC(C)(C)C ((R)-t-butyl 2-(4-(1-((R)-1-(2,4-dichlorophenyl)ethyl)-1H-benzo[d]imidazol-6-yl)-1,2,3,6-tetrahydropyridine-1-carbonyl)piperidine-1-carboxylate). Run in ClCCl (dichloromethane). Conditions: time 1 hour. Yields the product ClC1=C(C=CC(=C1)Cl)[C@@H](C)N1C=NC2=C1C=C(C=C2)C2=CCN(CC2)C(=O)[C@@H]2NCCCC2 ((4-(1-((R)-1-(2,4-dichlorophenyl)ethyl)-1H-benzo[d]imidazol-6-yl)-5,6-dihydropyridin-1(2H)-yl)((R)-piperidin-2-yl)methanone). Isolated yield 88.5%. As a reaction SMILES: FC(F)(F)C(O)=O.[Cl:8][C:9]1[CH:14]=[C:13]([Cl:15])[CH:12]=[CH:11][C:10]=1[C@H:16]([N:18]1[C:22]2[CH:23]=[C:24]([C:27]3[CH2:28][CH2:29][N:30]([C:33]([C@H:35]4[CH2:40][CH2:39][CH2:38][CH2:37][N:36]4C(OC(C)(C)C)=O)=[O:34])[CH2:31][CH:32]=3)[CH:25]=[CH:26][C:21]=2[N:20]=[CH:19]1)[CH3:17]>ClCCl>[Cl:8][C:9]1[CH:14]=[C:13]([Cl:15])[CH:12]=[CH:11][C:10]=1[C@H:16]([N:18]1[C:22]2[CH:23]=[C:24]([C:27]3[CH2:28][CH2:29][N:30]([C:33]([C@H:35]4[CH2:40][CH2:39][CH2:38][CH2:37][NH:36]4)=[O:34])[CH2:31][CH:32]=3)[CH:25]=[CH:26][C:21]=2[N:20]=[CH:19]1)[CH3:17]. Procedure details: Trifluoroacetic acid (2 mL) was added to a solution of (R)-t-butyl 2-(4-(1-((R)-1-(2,4-dichlorophenyl)ethyl)-1H-benzo[d]imidazol-6-yl)-1,2,3,6-tetrahydropyridine-1-carbonyl)piperidine-1-carboxylate (1.5 g, 2.6 mmol) in dichloromethane (8 mL) at 0° C. under nitrogen. The reaction mixture was stirred at room temperature for 1 h. Excess solvent was removed in vacuo, and the residue was diluted with dichloromethane (30 mL). The organic layer was neutralized with saturated aqueous sodium bicarbonate,... Starting materials: Clc1cccc(-c2onc3ccc(Br)cc23)c1, C1CCOC1, [Li]CCCC, COc1ccc(C(=O)N(C)OC)cc1. Yields the product COc1ccc(C(=O)c2ccc3noc(-c4cccc(Cl)c4)c3c2)cc1. Reaction SMILES: [Br:1][c:2]1[cH:3][cH:4][c:5]2[c:6]([c:7](-[c:10]3[cH:11][c:12]([Cl:16])[cH:13][cH:14][cH:15]3)[o:8][n:9]2)[cH:17]1.[CH2:37]1[O:38][CH2:39][CH2:40][CH2:41]1.[CH3:18][CH2:19][CH2:20][CH2:21][Li:22].[CH3:23][O:24][N:25]([C:26]([c:27]1[cH:28][cH:29][c:30]([O:33][CH3:34])[cH:31][cH:32]1)=[O:35])[CH3:36]>>[c:2]1([C:26]([c:27]2[cH:28][cH:29][c:30]([O:33][CH3:34])[cH:31][cH:32]2)=[O:35])[cH:3][cH:4][c:5]2[c:6]([c:7](-[c:10]3[cH:11][c:12]([Cl:16])[cH:13][cH:14][cH:15]3)[o:8][n:9]2)[cH:17]1. Product: ClC=1C=C(C=CC1)CC=O (2-(3-Chlorophenyl)-acetaldehyde), liquid. Procedure details: A suspension of LiAIH4 (1.90 g, 51 mmol) in anhydrous ether (250 mL) was stirred at room temperature tinder nitrogen for about 1 hour. The suspension was cooled to about 45° C. To it was added drops of a solution of 2-(3-chlorophenyl)-N-methoxy-N-methyl-acetamide (8.19 9, 38.3 mmol, see Preparation 1) in 10 mL of anhydrous tetrahydrofuran (THF). The mixture was warmed to about 0° C. and stirred for about 3 hours. The solution was then cooled to about 45° C. To this solution was slowly added a so... Reactants: ClC=1C=C(C=CC1)CC(=O)N(C)OC (2-(3-chlorophenyl)-N-methoxy-N-methyl-acetamide), OS(=O)(=O)[O-].[K+] (KHSO4). RXN SMILES: [Cl:1][C:2]1[CH:3]=[C:4]([CH2:8][C:9](N(OC)C)=[O:10])[CH:5]=[CH:6][CH:7]=1.OS([O-])(=O)=O.[K+]>CCOCC.O1CCCC1.O>[Cl:1][C:2]1[CH:3]=[C:4]([CH2:8][CH:9]=[O:10])[CH:5]=[CH:6][CH:7]=1 |f:1.2|. Run at time 1 hour. The solvent is O1CCCC1 (tetrahydrofuran), O (water), CCOCC (ether). Starting materials: Nc1cccc2cc(O)ccc12, COc1cc(Cl)ccc1C(C)(C)CC(O)(C=O)C(F)(F)F. Product: COc1cc(Cl)ccc1C(C)(C)CC(O)(C=Nc1cccc2cc(O)ccc12)C(F)(F)F. RXN SMILES: [NH2:22][c:23]1[c:24]2[cH:25][cH:26][c:27]([OH:33])[cH:28][c:29]2[cH:30][cH:31][cH:32]1.[OH:1][C:2]([CH:3]=[O:4])([CH2:5][C:6]([CH3:7])([CH3:8])[c:9]1[c:10]([O:16][CH3:17])[cH:11][c:12]([Cl:15])[cH:13][cH:14]1)[C:18]([F:19])([F:20])[F:21]>>[OH:1][C:2]([CH:3]=[N:22][c:23]1[c:24]2[cH:25][cH:26][c:27]([OH:33])[cH:28][c:29]2[cH:30][cH:31][cH:32]1)([CH2:5][C:6]([CH3:7])([CH3:8])[c:9]1[c:10]([O:16][CH3:17])[cH:11][c:12]([Cl:15])[cH:13][cH:14]1)[C:18]([F:19])([F:20])[F:21]. Yield: 30.0%. Reaction conditions: time 5 day. Reaction SMILES: ON1C2C=CC=CC=2N=N1.[NH:11]1[CH2:16][CH2:15][CH2:14][CH:13]([C:17]2[C:25]3[C:20](=[CH:21][CH:22]=[CH:23][CH:24]=3)[NH:19][CH:18]=2)[CH2:12]1.CN1CCOCC1.[CH3:33][N:34]([CH3:51])[C:35]1([C:45]2[CH:50]=[CH:49][CH:48]=[CH:47][CH:46]=2)[CH2:40][CH2:39][C:38](=[CH:41][C:42](O)=[O:43])[CH2:37][CH2:36]1.C1(N=C=NC2CCCCC2)CCCCC1.C(NC1CCCCC1)(NC1CCCCC1)=O.[OH-].[Na+]>CN(C)C=O.O>[CH3:51][N:34]([CH3:33])[C:35]1([C:45]2[CH:46]=[CH:47][CH:48]=[CH:49][CH:50]=2)[CH2:40][CH2:39][C:38](=[CH:41][C:42]([N:11]2[CH2:16][CH2:15][CH2:14][CH:13]([C:17]3[C:25]4[C:20](=[CH:21][CH:22]=[CH:23][CH:24]=4)[NH:19][CH:18]=3)[CH2:12]2)=[O:43])[CH2:37][CH2:36]1 |f:6.7|. Run in O (water), CN(C=O)C (dimethylformamide). Starting materials: [OH-].[Na+] (sodium hydroxide), ON1N=NC2=C1C=CC=C2 (1-hydroxybenzotriazole), N1CC(CCC1)C1=CNC2=CC=CC=C12 (3-piperidine-3-yl-1H-indole), CN1CCOCC1 (N-methylmorpholine), CN(C1(CCC(CC1)=CC(=O)O)C1=CC=CC=C1)C ((4-dimethylamino-4-phenylcyclohexylidene)-acetic acid), C1(CCCCC1)N=C=NC1CCCCC1 (dicyclohexylcarbodiimide), C(=O)(NC1CCCCC1)NC1CCCCC1 (dicyclohexylurea). Yields the product CN(C1(CCC(CC1)=CC(=O)N1CC(CCC1)C1=CNC2=CC=CC=C12)C1=CC=CC=C1)C (2-(4-dimethylamino-4-phenylcyclohexylidene)-1-[3-(1H-indol-3-yl)-piperidine-1-yl]-ethanone). Procedure details: 1-hydroxybenzotriazole (675 mg, 5.0 mmole), 3-piperidine-3-yl-1H-indole (500 mg, 2.5 mmole) and N-methylmorpholine (0.555 ml, 5.0 mmole) were added in succession under argon to a solution of (4-dimethylamino-4-phenylcyclohexylidene)-acetic acid (739 mg, 2.5 mmole) in dry dimethylformamide (10 ml). The solution was cooled in an ice bath and dicyclohexylcarbodiimide (1.03 g, 5.0 mmole) was added. The reaction mixture was stirred for 5 days at RT, the dicyclohexylurea precipitating out little by li... The reactants are C1(=CC=C(C=C1)B(O)O)C1=CC=CC=C1 ([1,1′-biphenyl]-4-ylboronic acid), ClC1=CC(=CC=C1)I (1-chloro-3-iodobenzene), C(=O)([O-])[O-].[K+].[K+] (K2CO3). Product: ClC=1C=C(C=CC1)C1=CC=C(C=C1)C1=CC=CC=C1 (3-chloro-1,1′:4′,1″-terphenyl). Reaction SMILES: [C:1]1([C:10]2[CH:15]=[CH:14][CH:13]=[CH:12][CH:11]=2)[CH:6]=[CH:5][C:4](B(O)O)=[CH:3][CH:2]=1.[Cl:16][C:17]1[CH:22]=[CH:21][CH:20]=[C:19](I)[CH:18]=1.C([O-])([O-])=O.[K+].[K+]>C1(C)C=CC=CC=1.O.C1C=CC([P]([Pd]([P](C2C=CC=CC=2)(C2C=CC=CC=2)C2C=CC=CC=2)([P](C2C=CC=CC=2)(C2C=CC=CC=2)C2C=CC=CC=2)[P](C2C=CC=CC=2)(C2C=CC=CC=2)C2C=CC=CC=2)(C2C=CC=CC=2)C2C=CC=CC=2)=CC=1>[Cl:16][C:17]1[CH:18]=[C:19]([C:13]2[CH:14]=[CH:15][C:10]([C:1]3[CH:6]=[CH:5][CH:4]=[CH:3][CH:2]=3)=[CH:11][CH:12]=2)[CH:20]=[CH:21][CH:22]=1 |f:2.3.4,^1:41,43,62,81|. Run in C1(=CC=CC=C1)C (toluene), O (water). Reported procedure: A solution of [1,1′-biphenyl]-4-ylboronic acid (8.47 g, 42.8 mmol), 1-chloro-3-iodobenzene (10 g, 41.9 mmol), Pd(PPh3)4 (0.969 g, 0.839 mmol) and K2CO3 (17.4 g, 126 mmol) in toluene (270 ml) and water (90 ml) was refluxed under nitrogen for 4.5 h. After cooling to room temperature, the organic phase was separated and the aqueous phase was extracted with EtOAc. The combined organic extracts were washed with brine and water, dried over Na2SO4 and the solvent was evaporated. The residue was purifie... The yield is 83.8%. The reagents and catalysts are C=1C=CC(=CC1)[P](C=2C=CC=CC2)(C=3C=CC=CC3)[Pd]([P](C=4C=CC=CC4)(C=5C=CC=CC5)C=6C=CC=CC6)([P](C=7C=CC=CC7)(C=8C=CC=CC8)C=9C=CC=CC9)[P](C=1C=CC=CC1)(C=1C=CC=CC1)C=1C=CC=CC1 (Pd(PPh3)4).